Task: describe an organic reaction: reactants, conditions, products, and yield. Dataset: the Open Reaction Database (ORD), a public repository of structured organic reaction records Starting materials: CS (Methyl mercaptan), [H-].[Na+] (NaH), O (water), ClC1=CC(=C(N)C=C1Cl)[N+](=O)[O-] (4,5-dichloro-2-nitroaniline). Solvent: CN(C)C=O (DMF). Conditions: time 30 minute. The product is ClC1=CC(=C(N)C=C1SC)[N+](=O)[O-] (4-Chloro-2-nitro-5-methylthioaniline). RXN SMILES: [CH3:1][SH:2].[H-].[Na+].[Cl:5][C:6]1[C:12](Cl)=[CH:11][C:9]([NH2:10])=[C:8]([N+:14]([O-:16])=[O:15])[CH:7]=1.O>CN(C=O)C>[Cl:5][C:6]1[C:12]([S:2][CH3:1])=[CH:11][C:9]([NH2:10])=[C:8]([N+:14]([O-:16])=[O:15])[CH:7]=1 |f:1.2|. Reported procedure: Methyl mercaptan gas was passed into a stirred suspension of 1.16 g (30 mmol) of 60% oil-dispersed NaH in 45 mL of DMF until evolution of H2 gas ceased. 5 g (24 mmol) of 4,5-dichloro-2-nitroaniline (Aldrich) was then added portionwise. After 30 min of stirring, the reaction mixture was poured into 200 mL of water. Yellow precipitate formed was collected by filtration and dried. This gave 3.8 g (72%) of the title compound as a yellow solid. 1H NMR (DMSO-d6) δ2.5 (s, 3H, CH3), 6.9 (s, 1H, aromatic... Reactants: CC(=O)O, Nc1c(F)cccc1F, O=S(=O)(Cl)Cl. The product is Nc1c(F)cc(Cl)cc1F. RXN SMILES: [CH3:15][C:16](=[O:17])[OH:18].[F:1][c:2]1[c:3]([NH2:4])[c:5]([F:9])[cH:6][cH:7][cH:8]1.[S:10]([Cl:11])(=[O:12])([Cl:13])=[O:14]>>[F:1][c:2]1[c:3]([NH2:4])[c:5]([F:9])[cH:6][c:7]([Cl:13])[cH:8]1.